This data is from the Open Reaction Database (ORD), a public repository of structured organic reaction records. The task is: describe an organic reaction: reactants, conditions, products, and yield Reactants: N1CCCCC1 (Piperidine), C([O-])([O-])=O.[Cs+].[Cs+] (cesium carbonate), C(C1=CC=CC=C1)OC1=C(C(=O)NC2=C(C(=O)OC(C)(C)C)C=CC(=C2)C2=CC=CC=C2)C=C(C=C1)Br (tert-butyl 2-(2-(benzyloxy)-5-bromobenzamido)-4-phenylbenzoate), N1CCCCC1 (piperidine), C([O-])([O-])=O.[Cs+].[Cs+] (cesium carbonate), aqueous solution, C(CC(O)(C(=O)O)CC(=O)O)(=O)O (citric acid). Reagents/catalysts: C=1C=CC(=CC1)/C=C/C(=O)/C=C/C2=CC=CC=C2.C=1C=CC(=CC1)/C=C/C(=O)/C=C/C2=CC=CC=C2.C=1C=CC(=CC1)/C=C/C(=O)/C=C/C2=CC=CC=C2.[Pd].[Pd] (tris(dibenzylideneacetone)dipalladium(0)), C(C)(=O)[O-].[Pd+2].C(C)(=O)[O-] (palladium(II) acetate), C1(CCCCC1)P(C1=C(C=CC=C1)C1=C(C=C(C=C1C(C)C)C(C)C)C(C)C)C1CCCCC1 (2-dicyclohexylphosphino-2′,4′,6′-triisopropylbiphenyl), C=1C=CC(=CC1)/C=C/C(=O)/C=C/C2=CC=CC=C2.C=1C=CC(=CC1)/C=C/C(=O)/C=C/C2=CC=CC=C2.C=1C=CC(=CC1)/C=C/C(=O)/C=C/C2=CC=CC=C2.[Pd].[Pd] (tris(dibenzylideneacetone)dipalladium(0)), C(C)(=O)[O-].[Pd+2].C(C)(=O)[O-] (palladium(II) acetate), C1(CCCCC1)P(C1=C(C=CC=C1)C1=C(C=C(C=C1C(C)C)C(C)C)C(C)C)C1CCCCC1 (2-dicyclohexylphosphino-2′,4′,6′-triisopropylbiphenyl). Solvent: C1(=CC=CC=C1)C (toluene), C(C)(=O)OCC (ethyl acetate). Yields the product C(C1=CC=CC=C1)OC1=C(C(=O)NC2=C(C(=O)OC(C)(C)C)C=CC(=C2)C2=CC=CC=C2)C=C(C=C1)N1CCCCC1 (tert-butyl 2-(2-(benzyloxy)-5-(piperidin-1-yl)benzamido)-4-phenylbenzoate). RXN SMILES: [NH:1]1[CH2:6][CH2:5][CH2:4][CH2:3][CH2:2]1.C(=O)([O-])[O-].[Cs+].[Cs+].[CH2:13]([O:20][C:21]1[CH:48]=[CH:47][C:46](Br)=[CH:45][C:22]=1[C:23]([NH:25][C:26]1[CH:38]=[C:37]([C:39]2[CH:44]=[CH:43][CH:42]=[CH:41][CH:40]=2)[CH:36]=[CH:35][C:27]=1[C:28]([O:30][C:31]([CH3:34])([CH3:33])[CH3:32])=[O:29])=[O:24])[C:14]1[CH:19]=[CH:18][CH:17]=[CH:16][CH:15]=1.C(O)(=O)CC(CC(O)=O)(C(O)=O)O>C1C=CC(/C=C/C(/C=C/C2C=CC=CC=2)=O)=CC=1.C1C=CC(/C=C/C(/C=C/C2C=CC=CC=2)=O)=CC=1.C1C=CC(/C=C/C(/C=C/C2C=CC=CC=2)=O)=CC=1.[Pd].[Pd].C([O-])(=O)C.[Pd+2].C([O-])(=O)C.C1(P(C2CCCCC2)C2C=CC=CC=2C2C(C(C)C)=CC(C(C)C)=CC=2C(C)C)CCCCC1.C(OCC)(=O)C.C1(C)C=CC=CC=1>[CH2:13]([O:20][C:21]1[CH:48]=[CH:47][C:46]([N:1]2[CH2:6][CH2:5][CH2:4][CH2:3][CH2:2]2)=[CH:45][C:22]=1[C:23]([NH:25][C:26]1[CH:38]=[C:37]([C:39]2[CH:44]=[CH:43][CH:42]=[CH:41][CH:40]=2)[CH:36]=[CH:35][C:27]=1[C:28]([O:30][C:31]([CH3:34])([CH3:33])[CH3:32])=[O:29])=[O:24])[C:14]1[CH:15]=[CH:16][CH:17]=[CH:18][CH:19]=1 |f:1.2.3,6.7.8.9.10,11.12.13|. Reported procedure: Piperidine (0.040 mL), cesium carbonate (0.18 g), tris(dibenzylideneacetone)dipalladium(0) (2.5 mg), 2-dicyclohexylphosphino-2′,4′,6′-triisopropylbiphenyl (6.4 mg), and palladium(II) acetate (1.2 mg) were added to a toluene (2.3 mL) suspension of tert-butyl 2-(2-(benzyloxy)-5-bromobenzamido)-4-phenylbenzoate (0.15 g), followed by heating to reflux under a nitrogen atmosphere for 4 hours. The reaction mixture was cooled to room temperature, and then piperidine (0.040 mL), cesium carbonate (0.18 g... Procedure details: To a solution of 3-methyl-2-[pyridine-3-carbonyl]-amino-butyric acid methyl ester (1.5 g, 6.3 mmol), in methanol (15 mL), THF (9 mL) was added LiOH (1.3 g, 31.7 mmol) dissolved in water (3 mL). The mixture was allowed to stir at room temperature (25° C.) over 2 h. Solvent was evaporated from reaction mixture, dissolved in water (15 mL), acidified with 1.5N HCl extracted with ethyl acetate (150 mL), dried over sodium sulphate and concentrated to obtain product as yellow colour solid (1.38 g, 99%)... Yields the product CC(C(C(=O)O)(C(=O)C=1C=NC=CC1)N)C (3-methyl-2-[pyridine-3-carbonyl]-amino-butyric acid). Reaction conditions: temperature 25 celsius, time 2 hour. Reaction SMILES: C[O:2][C:3](=[O:17])[C:4]([NH2:16])([C:8]([C:10]1[CH:11]=[N:12][CH:13]=[CH:14][CH:15]=1)=[O:9])[CH:5]([CH3:7])[CH3:6].C1COCC1.[Li+].[OH-]>CO.O>[CH3:6][CH:5]([CH3:7])[C:4]([NH2:16])([C:8]([C:10]1[CH:11]=[N:12][CH:13]=[CH:14][CH:15]=1)=[O:9])[C:3]([OH:17])=[O:2] |f:2.3|. The yield is 98.6%. The solvent is CO (methanol), O (water). The reactants are COC(C(C(C)C)(C(=O)C=1C=NC=CC1)N)=O (3-methyl-2-[pyridine-3-carbonyl]-amino-butyric acid methyl ester), C1CCOC1 (THF), [Li+].[OH-] (LiOH). The reactants are [N+](=O)([O-])C1=C2C=NNC2=CC=C1 (4-Nitro-1H-indazole), C(C1=CC=CC=C1)Br (benzyl bromide), C([O-])([O-])=O.[K+].[K+] (potassium carbonate), CN(C)C=O (DMF). Run in O (water). Reaction conditions: time 16 hour. The product is C(C1=CC=CC=C1)N1N=CC2=C(C=CC=C12)[N+](=O)[O-] (1-benzyl-4-nitro-1H-indazole). Yield: 47.0%. As a reaction SMILES: [N+:1]([C:4]1[CH:12]=[CH:11][CH:10]=[C:9]2[C:5]=1[CH:6]=[N:7][NH:8]2)([O-:3])=[O:2].[CH2:13](Br)[C:14]1[CH:19]=[CH:18][CH:17]=[CH:16][CH:15]=1.C(=O)([O-])[O-].[K+].[K+].CN(C=O)C>O>[CH2:13]([N:8]1[C:9]2[C:5](=[C:4]([N+:1]([O-:3])=[O:2])[CH:12]=[CH:11][CH:10]=2)[CH:6]=[N:7]1)[C:14]1[CH:19]=[CH:18][CH:17]=[CH:16][CH:15]=1 |f:2.3.4|. Reported procedure: 4-Nitro-1H-indazole (1.00 g; 6.13 mmol), benzyl bromide (1.15 g; 6.74 mmol) and potassium carbonate (1.69 g; 12.3 mmol) were mixed with DMF (15 mL) and stirred at ambient temperature under nitrogen for 16 hours. The reaction mixture was added to water (50 mL) and extracted into ethyl acetate. The combined extracted were dried (sodium sulfate), filtered and evaporated under reduced pressure to give a brown solid. The material was purified by silica gel chromatography eluting with hexane/ethyl ace... The reactants are O=C(O)c1ccc(OCc2cccc(Br)c2)cc1O, C1CCOC1, CO, NN, O. The product is NNC(=O)c1ccc(OCc2cccc(Br)c2)cc1O. RXN SMILES: [Br:1][c:2]1[cH:3][c:4]([CH2:5][O:6][c:7]2[cH:8][c:9]([OH:16])[c:10]([C:11](=[O:12])[OH:13])[cH:14][cH:15]2)[cH:17][cH:18][cH:19]1.[CH2:25]1[O:26][CH2:27][CH2:28][CH2:29]1.[CH3:23][OH:24].[NH2:21][NH2:22].[OH2:20]>>[Br:1][c:2]1[cH:3][c:4]([CH2:5][O:6][c:7]2[cH:8][c:9]([OH:16])[c:10]([C:11](=[O:12])[NH:21][NH2:22])[cH:14][cH:15]2)[cH:17][cH:18][cH:19]1. Reactants: OC1=NC=NC=2N1N=CC2C2=CC=C(C=C2)SC (4-hydroxy-8-(4-methylthiophenyl)pyrazolo[1,5-a]-1,3,5-triazine), I(=O)(=O)(=O)[O-].[Na+] (sodium metaperiodate), O (water). Run in CO (methanol). Conditions: time 40 hour. Yields the product OC1=NC=NC=2N1N=CC2C2=CC=C(C=C2)S(=O)C (4-Hydroxy-8-(4-methylsulfinylphenyl)pyrazolo[1,5-a]-1,3,5-triazine). Yield: 65.7%. As a reaction SMILES: [OH:1][C:2]1[N:7]2[N:8]=[CH:9][C:10]([C:11]3[CH:16]=[CH:15][C:14]([S:17][CH3:18])=[CH:13][CH:12]=3)=[C:6]2[N:5]=[CH:4][N:3]=1.I([O-])(=O)(=O)=[O:20].[Na+].O>CO>[OH:1][C:2]1[N:7]2[N:8]=[CH:9][C:10]([C:11]3[CH:16]=[CH:15][C:14]([S:17]([CH3:18])=[O:20])=[CH:13][CH:12]=3)=[C:6]2[N:5]=[CH:4][N:3]=1 |f:1.2|. Reported procedure: To a suspension of 4-hydroxy-8-(4-methylthiophenyl)pyrazolo[1,5-a]-1,3,5-triazine (258 mg) and sodium metaperiodate (430 mg) in methanol (20 ml) is added water (0.5 ml), and the mixture is stirred at room temperature for 40 hours. The insoluble material is separated by filtration, washed with water and dried to give the title compound (180 mg). Reaction SMILES: [C:62](=[O:63])([O-:64])[O-:65].[F:1][c:2]1[cH:3][c:4]([NH:28][C:29](=[O:30])[c:31]2[c:32](=[O:44])[n:33](-[c:37]3[cH:38][cH:39][c:40]([F:43])[cH:41][cH:42]3)[n:34][cH:35][cH:36]2)[cH:5][cH:6][c:7]1[O:8][c:9]1[c:10]2[c:11]([n:12][cH:13][cH:14]1)[n:15]([CH2:19][c:20]1[cH:21][cH:22][c:23]([O:26][CH3:27])[cH:24][cH:25]1)[n:16][c:17]2[I:18].[Na+:66].[Na+:67].[O:45]1[CH2:46][CH2:47][N:48]([C:51](=[O:52])[c:53]2[cH:54][cH:55][c:56]([B:59]([OH:60])[OH:61])[cH:57][cH:58]2)[CH2:49][CH2:50]1.[cH:68]1[cH:69][cH:70][c:71]([P:72]([Pd:73]([P:74]([c:75]2[cH:76][cH:77][cH:78][cH:79][cH:80]2)([c:81]2[cH:82][cH:83][cH:84][cH:85][cH:86]2)[c:87]2[cH:88][cH:89][cH:90][cH:91][cH:92]2)([P:93]([c:94]2[cH:95][cH:96][cH:97][cH:98][cH:99]2)([c:100]2[cH:101][cH:102][cH:103][cH:104][cH:105]2)[c:106]2[cH:107][cH:108][cH:109][cH:110][cH:111]2)[P:112]([c:113]2[cH:114][cH:115][cH:116][cH:117][cH:118]2)([c:119]2[cH:120][cH:121][cH:122][cH:123][cH:124]2)[c:125]2[cH:126][cH:127][cH:128][cH:129][cH:130]2)([c:131]2[cH:132][cH:133][cH:134][cH:135][cH:136]2)[c:137]2[cH:138][cH:139][cH:140][cH:141][cH:142]2)[cH:143][cH:144]1>>[F:1][c:2]1[cH:3][c:4]([NH:28][C:29](=[O:30])[c:31]2[c:32](=[O:44])[n:33](-[c:37]3[cH:38][cH:39][c:40]([F:43])[cH:41][cH:42]3)[n:34][cH:35][cH:36]2)[cH:5][cH:6][c:7]1[O:8][c:9]1[c:10]2[c:11]([n:12][cH:13][cH:14]1)[n:15]([CH2:19][c:20]1[cH:21][cH:22][c:23]([O:26][CH3:27])[cH:24][cH:25]1)[n:16][c:17]2-[c:56]1[cH:55][cH:54][c:53]([C:51]([N:48]2[CH2:47][CH2:46][O:45][CH2:50][CH2:49]2)=[O:52])[cH:58][cH:57]1. Yields the product COc1ccc(Cn2nc(-c3ccc(C(=O)N4CCOCC4)cc3)c3c(Oc4ccc(NC(=O)c5ccnn(-c6ccc(F)cc6)c5=O)cc4F)ccnc32)cc1. Reactants: O=C([O-])[O-], COc1ccc(Cn2nc(I)c3c(Oc4ccc(NC(=O)c5ccnn(-c6ccc(F)cc6)c5=O)cc4F)ccnc32)cc1, [Na+], [Na+], O=C(c1ccc(B(O)O)cc1)N1CCOCC1, c1ccc(P(c2ccccc2)(c2ccccc2)[Pd](P(c2ccccc2)(c2ccccc2)c2ccccc2)(P(c2ccccc2)(c2ccccc2)c2ccccc2)P(c2ccccc2)(c2ccccc2)c2ccccc2)cc1.